This data is from the Open Reaction Database (ORD), a public repository of structured organic reaction records. The task is: describe an organic reaction: reactants, conditions, products, and yield Reactants: O=C(CC(=O)[O-])NC1=CC(=CC=C1)C(F)(F)F.[Li+] (Lithium 3-oxo-3-{[3-(trifluoromethyl)phenyl]amino}propanoate), N1CCCC1 (pyrrolidine), C(C)N(C(C)C)C(C)C (ethyldiisopropylamine), O.ON1N=NC2=C1C=CC=C2 (1-hydroxy-1H-benzotriazol hydrate), 4-N,N-dimethylaminopyridine, Cl.C(C)N=C=NCCCN(C)C (1-ethyl-3-(3-(dimethylamino)propyl)carbodiimide hydrochloride). The product is O=C(CC(=O)NC1=CC(=CC=C1)C(F)(F)F)N1CCCC1 (3-Oxo-3-(1-pyrrolidinyl)-N-[3-(trifluoromethyl)phenyl]propanamide). The solvent is CN(C=O)C (dimethyl formamide). Reaction SMILES: [O:1]=[C:2]([NH:7][C:8]1[CH:13]=[CH:12][CH:11]=[C:10]([C:14]([F:17])([F:16])[F:15])[CH:9]=1)[CH2:3][C:4]([O-:6])=O.[Li+].[NH:19]1[CH2:23][CH2:22][CH2:21][CH2:20]1.C(N(C(C)C)C(C)C)C.O.ON1C2C=CC=CC=2N=N1.Cl.C(N=C=NCCCN(C)C)C>CN(C)C=O>[O:6]=[C:4]([N:19]1[CH2:23][CH2:22][CH2:21][CH2:20]1)[CH2:3][C:2]([NH:7][C:8]1[CH:13]=[CH:12][CH:11]=[C:10]([C:14]([F:17])([F:16])[F:15])[CH:9]=1)=[O:1] |f:0.1,4.5,6.7|. Procedure details: A solution of Example 35A (200 mg, 0.79 mmol), pyrrolidine (62 mg, 0.869 mmol), ethyldiisopropylamine (224 mg, 1.7 mmol), 1-hydroxy-1H-benzotriazol hydrate (129 mg, 0.95 mmol), 4-N,N-dimethylaminopyridine (1 mg), and 1-ethyl-3-(3-(dimethylamino)propyl)carbodiimide hydrochloride (197 mg, 1.03 mmol) in dimethyl formamide (8 ml) is stirred at room temperature overnight (18 h). The crude reaction mixture is purified directly by preparative RP-HPLC to afford a yellow solid. The reactants are diazonium, ( 1 ), N(=O)[O-].[Na+] (sodium nitrite), NC1=NNC=C1 (aminopyrazole), diazonium salt, Br (hydrobromic acid), S(=O)=O (sulfur dioxide), diazonium salt, Cl (hydrochloric acid). Reagents/catalysts: [Cu] (copper). The product is N1N=C(C=C1)S(=O)(=O)Cl (pyrazolesulfonyl chloride). As a reaction SMILES: N[C:2]1[CH:6]=[CH:5][NH:4][N:3]=1.N([O-])=O.[Na+].Br.[S:12](=[O:14])=[O:13].[ClH:15]>[Cu]>[NH:4]1[CH:5]=[CH:6][C:2]([S:12]([Cl:15])(=[O:14])=[O:13])=[N:3]1 |f:1.2|. Procedure: Namely, (1) according to Reaction scheme 4, an aminopyrazole is converted into a diazonium salt by using sodium nitrite or the like in hydrochloric acid, hydrobromic acid or the like and then sulfur dioxide is reacted with the resulting diazonium salt in the presence of a catalyst which is used usually for diazonium decomposition such as a copper salt or the like, to afford a corresponding pyrazolesulfonyl chloride. With the resulting compound was reacted an aqueous ammonia to give the desired p... The reactants are CCOC(=O)N1CCC(OC)(OC)C(OC)C1, CC(C)O, [K+], [OH-]. The product is COC1CNCCC1(OC)OC. As a reaction SMILES: [CH3:1][O:2][CH:3]1[CH2:4][N:5]([C:13]([O:14][CH2:15][CH3:16])=[O:17])[CH2:6][CH2:7][C:8]1([O:9][CH3:10])[O:11][CH3:12].[CH3:20][CH:21]([OH:22])[CH3:23].[K+:19].[OH-:18]>>[CH3:1][O:2][CH:3]1[CH2:4][NH:5][CH2:6][CH2:7][C:8]1([O:9][CH3:10])[O:11][CH3:12]. The reactants are ClC1=C(C=CC=C1)C1=NSN=C1C#N (3-(2-chlorophenyl)-4-cyano-1,2,5-thiadiazole), [OH-].[Na+] (sodium hydroxide), C(C)O (ethanol), Cl (hydrochloric acid). Yields the product ClC1=C(C=CC=C1)C=1C(=NSN1)C(=O)O (4-(2-chlorophenyl)-1,2,5-thiadiazole-3-carboxylic acid). RXN SMILES: [Cl:1][C:2]1[CH:7]=[CH:6][CH:5]=[CH:4][C:3]=1[C:8]1C(C#N)=[N:11][S:10][N:9]=1.[OH-:15].[Na+].Cl.[CH2:18]([OH:20])[CH3:19]>>[Cl:1][C:2]1[CH:7]=[CH:6][CH:5]=[CH:4][C:3]=1[C:8]1[C:19]([C:18]([OH:15])=[O:20])=[N:11][S:10][N:9]=1 |f:1.2|. Procedure: In 1,3-dimethyl-2-imidazolidinone, were stirred 280 mg of 3-bromo-4-(2-chlorophenyl)-1,2,5-thiadiazole, and 180 mg of copper cyanide at 150° C. for 12 hours. After spontaneous cooling, the reaction mixture was poured into water, and the mixture was extracted with diethyl ether. The diethyl layer was washed with dilute sodium hydroxide solution and water, dried over anhydrous magnesium sulfate, and concentrated. The concentrate was purified by silica gel column chromatography to obtain 120 mg of ... Product: C(C)(=O)O[C@@H]1[C@]2(C)[C@@H](CC1)[C@@H]1[C@@H](CC3=CC(CC[C@@H]3[C@H]1CC2)=O)C=C ((7α,17β)-17-(acetyloxy)-7-ethenylestr-4-en-3-one). As a reaction SMILES: [C:1]([O:4][C@H:5]1[CH2:10][CH2:9][C@H:8]2[C@H:11]3[C@H:20]([CH2:21][CH2:22][C@:6]12[CH3:7])[C@@H:19]1[C:14](=[CH:15][C:16](=[O:23])[CH2:17][CH2:18]1)[CH:13]=[CH:12]3)(=[O:3])[CH3:2].[Br-].[Li+].[S-][C:27]1C=CC=C[CH:28]=1.[Li+].[Cl-].[NH4+]>O1CCCC1>[C:1]([O:4][C@H:5]1[CH2:10][CH2:9][C@H:8]2[C@H:11]3[C@H:20]([CH2:21][CH2:22][C@:6]12[CH3:7])[C@@H:19]1[C:14](=[CH:15][C:16](=[O:23])[CH2:17][CH2:18]1)[CH2:13][C@H:12]3[CH:27]=[CH2:28])(=[O:3])[CH3:2] |f:1.2,3.4,5.6|. Reported procedure: —Vinylmagnesium chloride in tetrahydrofuran (2 M, 9.55 ml) was added dropwise to a mixture of (17β)-17-(acetyloxy)estra-4,6-dien-3-one (Example 3, step i; 3.0 g), copper(I) bromide-dimethyl sulfide complex (0.191 g), lithium bromide (0.083 g), and lithium thiophenoxide (0.96 ml of a 1 M solution in tetrahydrofuran), in dry tetrahydrofuran (10 ml), cooled to −15° C. After 25 min. stirring a saturated aqueous solution of ammonium chloride was added and the product extracted into ethyl acetate. The... Solvent: O1CCCC1 (tetrahydrofuran), O1CCCC1 (tetrahydrofuran), O1CCCC1 (tetrahydrofuran). Run at temperature -15 celsius, time 30 minute. Starting materials: —Vinylmagnesium chloride, C(C)(=O)O[C@@H]1[C@]2(C)[C@@H](CC1)[C@@H]1C=CC3=CC(CC[C@@H]3[C@H]1CC2)=O ((17β)-17-(acetyloxy)estra-4,6-dien-3-one), [Br-].[Li+] (lithium bromide), [S-]C1=CC=CC=C1.[Li+] (lithium thiophenoxide), solution, [Cl-].[NH4+] (ammonium chloride). The reactants are BrC(C(CCO)(F)F)(F)F (4-bromo-3,3,4,4-tetrafluorobutan-1-ol), C(C)#N (acetonitrile), C(O)([O-])=O.[Na+] (sodium hydrogencarbonate), S(=O)([O-])S(=O)[O-].[Na+].[Na+] (sodium dithionite). Solvent: O (water). Reaction conditions: time 12 hour. Yields the product FC(C(CCO)(F)F)(S(=O)[O-])F.[Na+] (sodium 1,1,2,2-tetrafluoro-4-hydroxybutane-1-sulfinate). Isolated yield 77.0%. As a reaction SMILES: Br[C:2]([F:10])([F:9])[C:3]([F:8])([F:7])[CH2:4][CH2:5][OH:6].C(#N)C.C(=O)([O-])O.[Na+:18].[S:19](S([O-])=O)([O-:21])=[O:20].[Na+].[Na+]>O>[F:9][C:2]([F:10])([S:19]([O-:21])=[O:20])[C:3]([F:8])([F:7])[CH2:4][CH2:5][OH:6].[Na+:18] |f:2.3,4.5.6,8.9|. Procedure details: A 2 litter reactor was charged with 151 g (0.67 mol) of 4-bromo-3,3,4,4-tetrafluorobutan-1-ol, 600 ml of acetonitrile, 600 ml of water, 112 g (1.33 mol/2.0 equivalent)) of sodium hydrogencarbonate, and 235 g (1.35 mol/2.0 equivalent) of sodium dithionite in a nitrogen stream. The mixture was stirred at room temperature for 12 hours. The reaction solution was extracted four times with 500 ml of acetonitrile. The solvent was evaporated from the resulting organic layer to obtain 120 g of the target... Starting materials: C(CCCCCCC(C)C)OC(=O)C(N1N=CN=C1)C(=O)OCCCCCCCC(C)C (1-[bis(isodecyloxycarbonyl)methyl]-1,2,4-triazole), BrBr (bromine), methine. Run in C(Cl)(Cl)(Cl)Cl (carbon tetrachloride). Run at time 2 hour. Yields the product C(CCCCCCC(C)C)OC(=O)C(Br)(C(=O)OCCCCCCCC(C)C)N1N=CN=C1 (1-[1',1'-bis(isodecyloxycarbonyl)-1'-bromomethyl]-1,2,4-triazole). Isolated yield 107.7%. As a reaction SMILES: [CH2:1]([O:11][C:12]([CH:14]([C:20]([O:22][CH2:23][CH2:24][CH2:25][CH2:26][CH2:27][CH2:28][CH2:29][CH:30]([CH3:32])[CH3:31])=[O:21])[N:15]1[CH:19]=[N:18][CH:17]=[N:16]1)=[O:13])[CH2:2][CH2:3][CH2:4][CH2:5][CH2:6][CH2:7][CH:8]([CH3:10])[CH3:9].[Br:33]Br>C(Cl)(Cl)(Cl)Cl>[CH2:23]([O:22][C:20]([C:14]([N:15]1[CH:19]=[N:18][CH:17]=[N:16]1)([C:12]([O:11][CH2:1][CH2:2][CH2:3][CH2:4][CH2:5][CH2:6][CH2:7][CH:8]([CH3:10])[CH3:9])=[O:13])[Br:33])=[O:21])[CH2:24][CH2:25][CH2:26][CH2:27][CH2:28][CH2:29][CH:30]([CH3:32])[CH3:31]. Procedure details: 1-[bis(isodecyloxycarbonyl)methyl]-1,2,4-triazole (51.8 g, 86% strength) was stirred and boiled under reflux at 78° with carbon tetrachloride (100 cm3) whilst bromine (16.0g) was added slowly beneath the liquid surface during 30 minutes. Stirring and heating at 78°-80° was continued for a further period of 2 hours, the extent of bromination being followed by disappearance of the resonance due to the methine proton at delta=5.8 ppm from tetramethylsilane in the nmr spectrum. The solution was then...